From a dataset of the Open Reaction Database (ORD), a public repository of structured organic reaction records. describe an organic reaction: reactants, conditions, products, and yield Reactants: Nc1ccc(F)c(Br)c1, CC(=O)[O-], CC(=O)[O-], Cc1ccccc1, OB(O)C1CC1, C1CCC(P(C2CCCCC2)C2CCCCC2)CC1, [K+], [K+], [K+], O, O=P([O-])([O-])[O-], [Pd+2]. Yields the product Nc1ccc(F)c(C2CC2)c1. RXN SMILES: [Br:1][c:2]1[cH:3][c:4]([NH2:9])[cH:5][cH:6][c:7]1[F:8].[C:51]([O-:52])(=[O:53])[CH3:54].[C:56]([O-:57])(=[O:58])[CH3:59].[CH3:43][c:44]1[cH:45][cH:46][cH:47][cH:48][cH:49]1.[CH:10]1([B:13]([OH:14])[OH:15])[CH2:11][CH2:12]1.[CH:24]1([P:25]([CH:26]2[CH2:27][CH2:28][CH2:29][CH2:30][CH2:31]2)[CH:32]2[CH2:33][CH2:34][CH2:35][CH2:36][CH2:37]2)[CH2:38][CH2:39][CH2:40][CH2:41][CH2:42]1.[K+:21].[K+:22].[K+:23].[OH2:50].[P:16]([O-:17])([O-:18])([O-:19])=[O:20].[Pd+2:55]>>[c:2]1([CH:10]2[CH2:11][CH2:12]2)[cH:3][c:4]([NH2:9])[cH:5][cH:6][c:7]1[F:8].